describe an organic reaction: reactants, conditions, products, and yield From a dataset of the Open Reaction Database (ORD), a public repository of structured organic reaction records. The reactants are OC1=C(C(=O)OC)C=CC(=C1)C1=CC2=CC=3C(CCC(C3C=C2C=C1)(C)C)(C)C (methyl 2-hydroxy-4-(5,6,7,8-tetrahydro-5,5,8,8-tetramethyl-2-anthryl)benzoate), ICCC (3-iodopropane). Yields the product C(CC)OC1=C(C(=O)OC)C=CC(=C1)C1=CC2=CC=3C(CCC(C3C=C2C=C1)(C)C)(C)C (methyl 2-propyloxy-4-(5,6,7,8-tetrahydro-5,5,8,8-tetramethyl-2-anthryl)benzoate). The yield is 52.8%. As a reaction SMILES: [OH:1][C:2]1[CH:11]=[C:10]([C:12]2[CH:25]=[CH:24][C:23]3[C:14](=[CH:15][C:16]4[C:17]([CH3:29])([CH3:28])[CH2:18][CH2:19][C:20]([CH3:27])([CH3:26])[C:21]=4[CH:22]=3)[CH:13]=2)[CH:9]=[CH:8][C:3]=1[C:4]([O:6][CH3:7])=[O:5].I[CH2:31][CH2:32][CH3:33]>>[CH2:31]([O:1][C:2]1[CH:11]=[C:10]([C:12]2[CH:25]=[CH:24][C:23]3[C:14](=[CH:15][C:16]4[C:17]([CH3:29])([CH3:28])[CH2:18][CH2:19][C:20]([CH3:27])([CH3:26])[C:21]=4[CH:22]=3)[CH:13]=2)[CH:9]=[CH:8][C:3]=1[C:4]([O:6][CH3:7])=[O:5])[CH2:32][CH3:33]. Reported procedure: Following the basic procedure of Example 12, by reacting 2 g (5.1 mmol) of methyl 2-hydroxy-4-(5,6,7,8-tetrahydro-5,5,8,8-tetramethyl-2-anthryl)benzoate with 600 μl (6.1 mmol) of 3-iodopropane, 1.16 g (54%) of methyl 2-propyloxy-4-(5,6,7,8-tetrahydro-5,5,8,8-tetramethyl-2-anthryl)benzoate was obtained. Starting materials: C(C)(=O)N1C(C(C2=CC(=CC=C12)[N+](=O)[O-])=C(C1=CC=CC=C1)OCC)=O (1-acetyl-3-(1-ethoxy-1-phenyl-methylidene)-5-nitro-2-indolinone), CN(C)CC=1C=C(N)C=CC1 (3-dimethylaminomethyl-aniline), [OH-].[Na+] (sodium hydroxide). Solvent: CN(C)C=O (DMF), CO (methanol). The product is CN(C)CC=1C=C(C=CC1)N\C(\C1=CC=CC=C1)=C\1/C(NC2=CC=C(C=C12)[N+](=O)[O-])=O ((Z)-3-[1-(3-dimethylaminomethyl-phenylamino)-1-phenyl-methylidene]-5-nitro-2-indolinone). Reaction SMILES: C([N:4]1[C:12]2[C:7](=[CH:8][C:9]([N+:13]([O-:15])=[O:14])=[CH:10][CH:11]=2)[C:6](=[C:16](OCC)[C:17]2[CH:22]=[CH:21][CH:20]=[CH:19][CH:18]=2)[C:5]1=[O:26])(=O)C.[CH3:27][N:28]([CH2:30][C:31]1[CH:32]=[C:33]([CH:35]=[CH:36][CH:37]=1)[NH2:34])[CH3:29].[OH-].[Na+]>CN(C=O)C.CO>[CH3:29][N:28]([CH2:30][C:31]1[CH:32]=[C:33]([NH:34]/[C:16](=[C:6]2\[C:5](=[O:26])[NH:4][C:12]3[C:7]\2=[CH:8][C:9]([N+:13]([O-:15])=[O:14])=[CH:10][CH:11]=3)/[C:17]2[CH:18]=[CH:19][CH:20]=[CH:21][CH:22]=2)[CH:35]=[CH:36][CH:37]=1)[CH3:27] |f:2.3|. Procedure: Prepared analogously to Example 82 from 1-acetyl-3-(1-ethoxy-1-phenyl-methylidene)-5-nitro-2-indolinone and 3-dimethylaminomethyl-aniline in DMF and subsequent treatment with sodium hydroxide solution in methanol. The reactants are O=C1N(C(C2=CC=CC=C12)=O)CCCOC1=CC=C(C=C1)NC(C)=O (N-[4-[3-(1,3-dihydro-1,3-dioxo-2H-isoindol-2-yl)propoxy]phenyl]acetamide), Cl (HCl). The solvent is C(C)O (ethanol). Run at time 18 hour. Product: NC1=CC=C(OCCCN2C(C3=CC=CC=C3C2=O)=O)C=C1 (2-[3-(4-Aminophenoxy)propyl]-1H-isoindole-1,3(2H)-dione). The yield is 98.2%. RXN SMILES: [O:1]=[C:2]1[C:10]2[C:5](=[CH:6][CH:7]=[CH:8][CH:9]=2)[C:4](=[O:11])[N:3]1[CH2:12][CH2:13][CH2:14][O:15][C:16]1[CH:21]=[CH:20][C:19]([NH:22]C(=O)C)=[CH:18][CH:17]=1.Cl>C(O)C>[NH2:22][C:19]1[CH:20]=[CH:21][C:16]([O:15][CH2:14][CH2:13][CH2:12][N:3]2[C:2](=[O:1])[C:10]3[C:5](=[CH:6][CH:7]=[CH:8][CH:9]=3)[C:4]2=[O:11])=[CH:17][CH:18]=1. Procedure details: A solution of 10.0 g of N-[4-[3-(1,3-dihydro-1,3-dioxo-2H-isoindol-2-yl)propoxy]phenyl]acetamide (Example 94) in 500 ml of ethanol is treated with 100 ml of HCl and refluxed for 8 hours and allowed to stand at room temperature for 18 hours. The precipitate is collected, washed with 50 ml of ethanol and air dried to give 8.6 g of solid as the hydrochloride salt. A 1.5 g sample is crystallized from ethanol: water to give 1.2 g of the HCl salt of the title compound, m.p. 250°-260° C. Starting materials: BrC=1C(=NC=C(C1)Cl)N (3-bromo-5-chloro-2-pyridinamine), C(=C)C1=NC=CC=C1 (2-vinylpyridine). Product: ClC=1C=C(C(=NC1)N)\C=C\C1=NC=CC=C1 (5-Chloro-3-[(E)-2-(2-pyridinyl)ethenyl]-2-pyridinamine). RXN SMILES: Br[C:2]1[C:3]([NH2:9])=[N:4][CH:5]=[C:6]([Cl:8])[CH:7]=1.[CH:10]([C:12]1[CH:17]=[CH:16][CH:15]=[CH:14][N:13]=1)=[CH2:11]>>[Cl:8][C:6]1[CH:7]=[C:2](/[CH:11]=[CH:10]/[C:12]2[CH:17]=[CH:16][CH:15]=[CH:14][N:13]=2)[C:3]([NH2:9])=[N:4][CH:5]=1. Reported procedure: The title compound was prepared from 3-bromo-5-chloro-2-pyridinamine and 2-vinylpyridine. Purification by column chromatography on silica gel eluting with methylene chloride—methanol (95:5) and repeated using hexane—EtOAc (70:30 to 50:50) as eluant gave a yellow solid: The reactants are COC(C1=C(C(=CC=C1)NC(=O)NC1C2CC3CC(CC1C3)C2)C)=O (3-(3-Adamantan-2-yl-ureido)-2-methyl-benzoic acid methyl ester), [OH-].[Na+] (NaOH). Solvent: CO (methanol). The product is C12C(C3CC(CC(C1)C3)C2)NC(NC=2C(=C(C(=O)O)C=CC2)C)=O (3-(3-Adamantan-2-yl-ureido)-2-methyl-benzoic acid). RXN SMILES: C[O:2][C:3](=[O:25])[C:4]1[CH:9]=[CH:8][CH:7]=[C:6]([NH:10][C:11]([NH:13][CH:14]2[CH:21]3[CH2:22][CH:17]4[CH2:18][CH:19]([CH2:23][CH:15]2[CH2:16]4)[CH2:20]3)=[O:12])[C:5]=1[CH3:24].[OH-].[Na+]>CO>[CH:15]12[CH2:23][CH:19]3[CH2:18][CH:17]([CH2:22][CH:21]([CH2:20]3)[CH:14]1[NH:13][C:11](=[O:12])[NH:10][C:6]1[C:5]([CH3:24])=[C:4]([CH:9]=[CH:8][CH:7]=1)[C:3]([OH:25])=[O:2])[CH2:16]2 |f:1.2|. Procedure: A solution of 3-(3-Adamantan-2-yl-ureido)-2-methyl-benzoic acid methyl ester 70 mg (0.204 mmol), 0.408 ml NaOH 1N in 2 ml methanol was stirred overnight at 55° C. The mixture was concentrated, diluted with water and extracted with ethyl acetate. The aqueous phase was acidified to pH 1 and the precipitate was filtered and dried under vacuum to give 53 mg (79%) as white solid.